Dataset: the Open Reaction Database (ORD), a public repository of structured organic reaction records. Task: describe an organic reaction: reactants, conditions, products, and yield Starting materials: O=C([O-])[O-], Cn1nnnc1S, CC(C)=O, [K+], [K+], O=C(CCCCl)c1ccc2ccccc2c1. The product is Cn1nnnc1SCCCC(=O)c1ccc2ccccc2c1. Reaction SMILES: [C:8](=[O:9])([O-:10])[O-:11].[CH3:1][n:2]1[n:3][n:4][n:5][c:6]1[SH:7].[CH3:30][C:31](=[O:32])[CH3:33].[K+:12].[K+:13].[cH:14]1[c:15]([C:24](=[O:25])[CH2:26][CH2:27][CH2:28][Cl:29])[cH:16][cH:17][c:18]2[cH:19][cH:20][cH:21][cH:22][c:23]12>>[CH3:1][n:2]1[n:3][n:4][n:5][c:6]1[S:7][CH2:28][CH2:27][CH2:26][C:24]([c:15]1[cH:14][c:23]2[c:18]([cH:17][cH:16]1)[cH:19][cH:20][cH:21][cH:22]2)=[O:25]. The reactants are C[Si](CCOCN1C=NC(=C1)C(=O)OC)(C)C (methyl 1-((2-(trimethylsilyl)ethoxy)methyl)-1H-imidazole-4-carboxylate), C1CC(=O)N(C1=O)Br (NBS). Solvent: C(Cl)(Cl)(Cl)Cl (CCl4), CC(C)(C#N)N=NC(C)(C)C#N (AIBN). Run at temperature 65 celsius, time 3 hour. Yields the product BrC=1N(C=C(N1)C(=O)OC)COCC[Si](C)(C)C (Methyl 2-bromo-1-((2-(trimethylsilyl)ethoxy)methyl)-1H-imidazole-4-carboxylate). RXN SMILES: [CH3:1][Si:2]([CH3:17])([CH3:16])[CH2:3][CH2:4][O:5][CH2:6][N:7]1[CH:11]=[C:10]([C:12]([O:14][CH3:15])=[O:13])[N:9]=[CH:8]1.C1C(=O)N([Br:25])C(=O)C1>C(Cl)(Cl)(Cl)Cl.CC(N=NC(C#N)(C)C)(C#N)C>[Br:25][C:8]1[N:7]([CH2:6][O:5][CH2:4][CH2:3][Si:2]([CH3:16])([CH3:17])[CH3:1])[CH:11]=[C:10]([C:12]([O:14][CH3:15])=[O:13])[N:9]=1. Procedure details: Into a flask containing methyl 1-((2-(trimethylsilyl)ethoxy)methyl)-1H-imidazole-4-carboxylate (4.0 g; 15.6 mmol) in CCl4 (100 ml), catalytic AIBN, NBS (3.1 g, 17.1 mmol) were added and stirred at 65° C. for 3 h. The reaction mixture was quenched with aqueous solution of NaHCO3 and extracted with EtOAc. The organic layer was concentrated and purified by column chromatography. Yield 3.5 g. 1H-NMR (400 MHz; DMSO-d6): δ 0.04 (s, 9H), 0.84 (t, 2H), 3.53 (t, 2H), 3.75 (s, 3H), 5.30 (s, 2H), 8.25 (s, ...